Task: describe an organic reaction: reactants, conditions, products, and yield. Dataset: the Open Reaction Database (ORD), a public repository of structured organic reaction records Reactants: O=C1CCC(=O)N1Br, O=C(OOC(=O)c1ccccc1)c1ccccc1, ClC(Cl)(Cl)Cl, Cc1ccc2c(-c3ccccc3)onc2c1. Product: BrCc1ccc2c(-c3ccccc3)onc2c1. Reaction SMILES: [Br:17][N:18]1[C:19](=[O:20])[CH2:21][CH2:22][C:23]1=[O:24].[C:25]([O:26][O:27][C:28](=[O:29])[c:30]1[cH:31][cH:32][cH:33][cH:34][cH:35]1)(=[O:36])[c:37]1[cH:38][cH:39][cH:40][cH:41][cH:42]1.[C:43]([Cl:44])([Cl:45])([Cl:46])[Cl:47].[CH3:1][c:2]1[cH:3][c:4]2[c:5]([c:6](-[c:9]3[cH:10][cH:11][cH:12][cH:13][cH:14]3)[o:7][n:8]2)[cH:15][cH:16]1>>[CH2:1]([c:2]1[cH:3][c:4]2[c:5]([c:6](-[c:9]3[cH:10][cH:11][cH:12][cH:13][cH:14]3)[o:7][n:8]2)[cH:15][cH:16]1)[Br:17].